This data is from the Open Reaction Database (ORD), a public repository of structured organic reaction records. The task is: describe an organic reaction: reactants, conditions, products, and yield Starting materials: CI, CN(C)C=O, Nc1nc(N)c2c(ccc3[nH]c(-c4ccccc4)cc32)n1. Yields the product Cn1c(-c2ccccc2)cc2c3c(N)nc(N)nc3ccc21. RXN SMILES: [CH3:22][I:23].[CH3:24][N:25]([CH3:26])[CH:27]=[O:28].[c:1]1(-[c:7]2[cH:8][c:9]3[c:10]4[c:11]([NH2:21])[n:12][c:13]([NH2:20])[n:14][c:15]4[cH:16][cH:17][c:18]3[nH:19]2)[cH:2][cH:3][cH:4][cH:5][cH:6]1>>[c:1]1(-[c:7]2[cH:8][c:9]3[c:10]4[c:11]([NH2:21])[n:12][c:13]([NH2:20])[n:14][c:15]4[cH:16][cH:17][c:18]3[n:19]2[CH3:22])[cH:2][cH:3][cH:4][cH:5][cH:6]1. Starting materials: BrC=1C=NC=C(C1)[C@H]1N(CCC1)[C@H](C)C1=CC=C(C=C1)OC (3-bromo-5-{(S)-1-[(R)-1-(4-methoxy-phenyl)-ethyl]-pyrrolidin-2-yl}-pyridine), C(C)OC(=O)C1=CNC2=CC=CC=C12 (1H-Indole-3-carboxylic acid ethyl ester), [O-]P(=O)([O-])[O-].[K+].[K+].[K+] (K3PO4), CN[C@@H]1[C@H](CCCC1)NC ((1S,2S)—N1,N2-dimethylcyclohexane-1,2-diamine). Reagents/catalysts: [Cu](I)I (copper iodide). The solvent is C1(=CC=CC=C1)C (toluene). Reaction conditions: temperature 110 celsius. Yields the product C(C)OC(=O)C1=CN(C2=CC=CC=C12)C=1C=NC=C(C1)[C@H]1N(CCC1)[C@H](C)C1=CC=C(C=C1)OC (1-(5-{(S)-1-[(R)-1-(4-Methoxy-phenyl)-ethyl]-pyrrolidin-2-yl}-pyridin-3-yl)-1H-indole-3-carboxylic acid ethyl ester). Yield: 77.4%. RXN SMILES: Br[C:2]1[CH:3]=[N:4][CH:5]=[C:6]([C@@H:8]2[CH2:12][CH2:11][CH2:10][N:9]2[C@@H:13]([C:15]2[CH:20]=[CH:19][C:18]([O:21][CH3:22])=[CH:17][CH:16]=2)[CH3:14])[CH:7]=1.[CH2:23]([O:25][C:26]([C:28]1[C:36]2[C:31](=[CH:32][CH:33]=[CH:34][CH:35]=2)[NH:30][CH:29]=1)=[O:27])[CH3:24].[O-]P([O-])([O-])=O.[K+].[K+].[K+].CN[C@H]1CCCC[C@@H]1NC>C1(C)C=CC=CC=1.[Cu](I)I>[CH2:23]([O:25][C:26]([C:28]1[C:36]2[C:31](=[CH:32][CH:33]=[CH:34][CH:35]=2)[N:30]([C:2]2[CH:3]=[N:4][CH:5]=[C:6]([C@@H:8]3[CH2:12][CH2:11][CH2:10][N:9]3[C@@H:13]([C:15]3[CH:20]=[CH:19][C:18]([O:21][CH3:22])=[CH:17][CH:16]=3)[CH3:14])[CH:7]=2)[CH:29]=1)=[O:27])[CH3:24] |f:2.3.4.5|. Procedure details: To a suspension of 3-bromo-5-{(S)-1-[(R)-1-(4-methoxy-phenyl)-ethyl]-pyrrolidin-2-yl}-pyridine (2.0 g, 5.5 mmol), 1H-Indole-3-carboxylic acid ethyl ester (1.3 g, 6.6 mmol), copper iodide (0.11 g, 0.55 mmol), K3PO4 (2.5 g, 11.6 mmol) in toluene (5 mL) was added (1S,2S)—N1,N2-dimethylcyclohexane-1,2-diamine (0.16 g, 1.1 mmol). After being flushed with N2, the resulting mixture was heated at 110° C. overnight, cooled to room temperature, filtered through celite and concentrated under reduced pressu... Starting materials: C1=CC=CC=C1 (benzene), C(CCC)[Li] (butyl lithium), COC(C(C#CCC)=O)OC (1,1-dimethoxy-3-hexyne-2-one). The reagents and catalysts are [Br-].C(C)[P+](C1=CC=CC=C1)(C1=CC=CC=C1)C1=CC=CC=C1 (Ethyltriphenylphosphonium bromide). Run in CCCCCC (hexane). Reaction conditions: time 0.75 hour. Product: COC(C(C#CCC)=CC)OC (2-Ethylidene-3-hexynal Dimethyl Acetal). RXN SMILES: [CH:1]1C=CC=C[CH:2]=1.C([Li])CCC.[CH3:12][O:13][CH:14]([O:21][CH3:22])[C:15](=O)[C:16]#[C:17][CH2:18][CH3:19]>[Br-].C([P+](C1C=CC=CC=1)(C1C=CC=CC=1)C1C=CC=CC=1)C.CCCCCC>[CH3:12][O:13][CH:14]([O:21][CH3:22])[C:15](=[CH:1][CH3:2])[C:16]#[C:17][CH2:18][CH3:19] |f:3.4|. Reported procedure: Ethyltriphenylphosphonium bromide (24.8 g) is stirred with 100 ml benzene, and 40 ml (1.6 N) butyl lithium in hexane is added over about one-half hour with a water bath used to take up the slight heat of reaction. The mixture (bright orange) is stirred at room temperature for 0.75 hour, and 10.0 g of the 1,1-dimethoxy-3-hexyne-2-one is added dropwise in one-half hour. Reactants: CC(C)(C)OC(=O)N1CCC(Oc2nn(-c3ccccc3F)c3cccc(F)c23)CC1, CCOC(C)=O, Cl, C1COCCO1. Product: Cl, Fc1ccccc1-n1nc(OC2CCNCC2)c2c(F)cccc21. Reaction SMILES: [C:1]([O:2][C:3](=[O:4])[N:8]1[CH2:9][CH2:10][CH:11]([O:14][c:15]2[n:16][n:17](-[c:25]3[c:26]([F:31])[cH:27][cH:28][cH:29][cH:30]3)[c:18]3[cH:19][cH:20][cH:21][c:22]([F:24])[c:23]23)[CH2:12][CH2:13]1)([CH3:5])([CH3:6])[CH3:7].[CH3:39][CH2:40][O:41][C:42]([CH3:43])=[O:44].[ClH:32].[O:33]1[CH2:34][CH2:35][O:36][CH2:37][CH2:38]1>>[ClH:32].[NH:8]1[CH2:9][CH2:10][CH:11]([O:14][c:15]2[n:16][n:17](-[c:25]3[c:26]([F:31])[cH:27][cH:28][cH:29][cH:30]3)[c:18]3[cH:19][cH:20][cH:21][c:22]([F:24])[c:23]23)[CH2:12][CH2:13]1. Starting materials: [H-].[Na+] (sodium hydride), FC1=C(N)C=CC=C1 (2-Fluoroaniline), FC1=C(C=CC=C1)[N+](=O)[O-] (2-Fluoronitrobenzene). The solvent is CN(C)C=O (DMF). Reaction conditions: time 30 minute. Product: FC1=C(NC2=C(C=CC=C2)[N+](=O)[O-])C=CC=C1 (2-fluoro-N-(2-nitrophenyl)aniline). Isolated yield 60.3%. RXN SMILES: [F:1][C:2]1[CH:8]=[CH:7][CH:6]=[CH:5][C:3]=1[NH2:4].[H-].[Na+].F[C:12]1[CH:17]=[CH:16][CH:15]=[CH:14][C:13]=1[N+:18]([O-:20])=[O:19]>CN(C=O)C>[F:1][C:2]1[CH:8]=[CH:7][CH:6]=[CH:5][C:3]=1[NH:4][C:12]1[CH:17]=[CH:16][CH:15]=[CH:14][C:13]=1[N+:18]([O-:20])=[O:19] |f:1.2|. Procedure: 2-Fluoroaniline (1.45 mL, 15 mmol) was dissolved in DMF (10 mL) and sodium hydride (0.58 g, 15 mmol) was added and the mixture was stirred for 30 minutes. 2-Fluoronitrobenzene (1.05 mL, 10 mmol) was added and the mixture was stirred for 16 hours. The mixture was quenched with saturated NH4Cl and diluted with ether. The mixture was washed with water, brine, dried over anhydrous magnesium sulfate, and concentrated. The crude product was purified via Isco chromatography (Redisep, silica, gradient 5... The reactants are CC(C)C(=O)NC(CS)C(=O)NCCSC(=O)c1ccccc1, O=C(Cl)c1ccccc1. Yields the product CC(C)C(=O)NC(CSC(=O)c1ccccc1)C(=O)NCCSC(=O)c1ccccc1. As a reaction SMILES: [C:1]([CH:2]([CH3:3])[CH3:4])(=[O:5])[NH:6][CH:7]([CH2:8][SH:9])[C:10](=[O:11])[NH:12][CH2:13][CH2:14][S:15][C:16]([c:17]1[cH:18][cH:19][cH:20][cH:21][cH:22]1)=[O:23].[C:24]([c:25]1[cH:26][cH:27][cH:28][cH:29][cH:30]1)(=[O:31])[Cl:32]>>[C:1]([CH:2]([CH3:3])[CH3:4])(=[O:5])[NH:6][CH:7]([CH2:8][S:9][C:24]([c:25]1[cH:26][cH:27][cH:28][cH:29][cH:30]1)=[O:31])[C:10](=[O:11])[NH:12][CH2:13][CH2:14][S:15][C:16]([c:17]1[cH:18][cH:19][cH:20][cH:21][cH:22]1)=[O:23]. The reactants are FC(OC1=CC=C(C=C1)C1NCCC2=C1C=CS2)(F)F (4-(4-Trifluoromethoxyphenyl)-4,5,6,7-tetrahydro-thieno[3,2-c]pyridine), COC1=CC=C(C(=O)O)C=C1 (4-Methoxybenzoic acid), ON1N=NC2=C1C=CC=C2 (1-hydroxybenzotriazole), Cl.CN(CCCN=C=NCC)C (N-(3-dimethylaminopropyl)-N′-ethylcarbodiimide hydrochloride), C(C)(C)N(C(C)C)CC (N,N-diisopropylethylamine). Solvent: O (Water), CN(C=O)C (N,N-dimethylformamide). Reaction conditions: time 30 minute. Yields the product COC1=CC=C(C=C1)C(=O)N1C(C2=C(CC1)SC=C2)C2=CC=C(C=C2)OC(F)(F)F ((4-Methoxyphenyl)-[4-(4-trifluoromethoxyphenyl)-4,5,6,7-tetrahydro-thieno[3,2-c]pyridin-5-yl]-methanone). Isolated yield 117.0%. RXN SMILES: [CH3:1][O:2][C:3]1[CH:11]=[CH:10][C:6]([C:7]([OH:9])=O)=[CH:5][CH:4]=1.ON1C2C=CC=CC=2N=N1.Cl.CN(C)CCCN=C=NCC.[F:34][C:35]([F:53])([F:52])[O:36][C:37]1[CH:42]=[CH:41][C:40]([CH:43]2[C:48]3[CH:49]=[CH:50][S:51][C:47]=3[CH2:46][CH2:45][NH:44]2)=[CH:39][CH:38]=1.C(N(CC)C(C)C)(C)C>CN(C)C=O.O>[CH3:1][O:2][C:3]1[CH:4]=[CH:5][C:6]([C:7]([N:44]2[CH2:45][CH2:46][C:47]3[S:51][CH:50]=[CH:49][C:48]=3[CH:43]2[C:40]2[CH:39]=[CH:38][C:37]([O:36][C:35]([F:34])([F:53])[F:52])=[CH:42][CH:41]=2)=[O:9])=[CH:10][CH:11]=1 |f:2.3|. Procedure details: 4-Methoxybenzoic acid (0.64 g, 4.2 mmol) was dissolved in N,N-dimethylformamide (25 ml) and 1-hydroxybenzotriazole (0.71 g, 5 mmol) was added followed by N-(3-dimethylaminopropyl)-N′-ethylcarbodiimide hydrochloride (0.96 g, 5 mmol). The resulting mixture was stirred at room temperature for 30 minutes. 4-(4-Trifluoromethoxyphenyl)-4,5,6,7-tetrahydro-thieno[3,2-c]pyridine (1.5 g, 5 mmol) followed by N,N-diisopropylethylamine (1.4 ml, 8.4 mmol) were added and the resulting mixture was stirred at ro... Reactants: ClC(Cl)Cl, O=C(O)COCC(F)(F)F, O=S(Cl)Cl. Yields the product O=C(Cl)COCC(F)(F)F. RXN SMILES: [CH:15]([Cl:16])([Cl:17])[Cl:18].[OH:1][C:2](=[O:3])[CH2:4][O:5][CH2:6][C:7]([F:8])([F:9])[F:10].[S:11]([Cl:12])([Cl:13])=[O:14]>>[O:1]=[C:2]([CH2:4][O:5][CH2:6][C:7]([F:8])([F:9])[F:10])[Cl:13]. Reactants: CC(NC(=O)C1CCCN1S(=O)(=O)c1cnc2n1C(C)(Cc1ccc(C#N)cc1)C(=O)N2c1cc(Cl)cc(Cl)c1)C(=O)O, ClCCl, CN(C)c1ccncc1. Yields the product CC1(Cc2ccc(C#N)cc2)C(=O)N(c2cc(Cl)cc(Cl)c2)c2ncc(S(=O)(=O)N3CCCC3C(N)=O)n21. As a reaction SMILES: [C:1](#[N:2])[c:3]1[cH:4][cH:5][c:6]([CH2:7][C:8]2([CH3:41])[C:9](=[O:40])[N:10]([c:32]3[cH:33][c:34]([Cl:39])[cH:35][c:36]([Cl:38])[cH:37]3)[c:11]3[n:12]2[c:13]([S:16](=[O:17])(=[O:18])[N:19]2[CH:20]([C:24](=[O:25])[NH:26][CH:27]([CH3:28])[C:29]([OH:30])=[O:31])[CH2:21][CH2:22][CH2:23]2)[cH:14][n:15]3)[cH:42][cH:43]1.[CH2:44]([Cl:45])[Cl:46].[CH3:47][N:48]([CH3:49])[c:50]1[cH:51][cH:52][n:53][cH:54][cH:55]1>>[C:1](#[N:2])[c:3]1[cH:4][cH:5][c:6]([CH2:7][C:8]2([CH3:41])[C:9](=[O:40])[N:10]([c:32]3[cH:33][c:34]([Cl:39])[cH:35][c:36]([Cl:38])[cH:37]3)[c:11]3[n:12]2[c:13]([S:16](=[O:17])(=[O:18])[N:19]2[CH:20]([C:24](=[O:25])[NH2:26])[CH2:21][CH2:22][CH2:23]2)[cH:14][n:15]3)[cH:42][cH:43]1.